Dataset: the Open Reaction Database (ORD), a public repository of structured organic reaction records. Task: describe an organic reaction: reactants, conditions, products, and yield The reactants are BrC1=CC(NC2=CC=C(C=C12)C(C=1SC=CN1)C1=CC=C(C=C1)Cl)=O (4-Bromo-6-((4-chlorophenyl)(thiazol-2-yl)methyl)quinolin-2(1H)-one), FC(C1=CC=C(C=C1)/C=C/B(O)O)(F)F (trans-2-[4-(trifluoromethyl)phenyl]vinylboronic acid), COC=1C=CC=C(C1C=2C=CC=CC2P(C3CCCCC3)C4CCCCC4)OC (SPhos), P(=O)([O-])([O-])[O-].[K+].[K+].[K+] (tripotassium phosphate), FC(C1=CC=C(C=C1)/C=C/B(O)O)(F)F (trans-2-[4-(trifluoromethyl)phenyl]vinylboronic acid), COC=1C=CC=C(C1C=2C=CC=CC2P(C3CCCCC3)C4CCCCC4)OC (SPhos), P(=O)([O-])([O-])[O-].[K+].[K+].[K+] (tripotassium phosphate). Reagents/catalysts: C(C)(=O)[O-].[Pd+2].C(C)(=O)[O-] (palladium acetate), C(C)(=O)[O-].[Pd+2].C(C)(=O)[O-] (palladium acetate). The solvent is O1CCOCC1 (1,4-dioxane), O (water), C(C)(=O)OCC (ethyl acetate). Conditions: time 2 hour. The product is ClC1=CC=C(C=C1)C(C=1C=C2C(=CC(NC2=CC1)=O)\C=C\C1=CC=C(C=C1)C(F)(F)F)C=1SC=CN1 ((E)-6-((4-chlorophenyl)(thiazol-2-yl)methyl)-4-(4-(trifluoromethyl)styryl)quinolin-2(1H)-one). Reaction SMILES: Br[C:2]1[C:11]2[C:6](=[CH:7][CH:8]=[C:9]([CH:12]([C:18]3[CH:23]=[CH:22][C:21]([Cl:24])=[CH:20][CH:19]=3)[C:13]3[S:14][CH:15]=[CH:16][N:17]=3)[CH:10]=2)[NH:5][C:4](=[O:25])[CH:3]=1.[F:26][C:27]([F:40])([F:39])[C:28]1[CH:33]=[CH:32][C:31](/[CH:34]=[CH:35]/B(O)O)=[CH:30][CH:29]=1.COC1C=CC=C(OC)C=1C1C=CC=CC=1P(C1CCCCC1)C1CCCCC1.P([O-])([O-])([O-])=O.[K+].[K+].[K+]>O.C(OCC)(=O)C.C([O-])(=O)C.[Pd+2].C([O-])(=O)C.O1CCOCC1>[Cl:24][C:21]1[CH:22]=[CH:23][C:18]([CH:12]([C:13]2[S:14][CH:15]=[CH:16][N:17]=2)[C:9]2[CH:10]=[C:11]3[C:6](=[CH:7][CH:8]=2)[NH:5][C:4](=[O:25])[CH:3]=[C:2]3/[CH:35]=[CH:34]/[C:31]2[CH:30]=[CH:29][C:28]([C:27]([F:26])([F:39])[F:40])=[CH:33][CH:32]=2)=[CH:19][CH:20]=1 |f:3.4.5.6,9.10.11|. Reported procedure: 4-Bromo-6-((4-chlorophenyl)(thiazol-2-yl)methyl)quinolin-2(1H)-one (80 mg, 0.185 mol, 1 equip), trans-2-[4-(trifluoromethyl)phenyl]vinylboronic acid (80 mg, 0.371 mmol, 2 equip), SPhos (15.5 mg, 0.037 mmol, 0.2 equip), tripotassium phosphate (78.7 mg, 0.371 mmol, 2 equip), and palladium acetate (4.2 mg, 0.019 mmol, 0.1 equip) were added to 1,4-dioxane (5 mL) and the resulting mixture stirred for 2 h. Additional trans-2-[4-(trifluoromethyl)phenyl]vinylboronic acid (80 mg, 0.371 mmol, 2 equip), SP... The reactants are CCOCC.CCCCCC (ether hexane), BrBr (Bromine), CC1(OC(=CC(O1)=O)C)C (2,2,6-trimethyl-4H-1,3-dioxin-4-one), Br (hydrogen bromide). Solvent: C(Cl)Cl (CH2Cl2). Conditions: time 15 minute. Yields the product BrC=1C(OC(OC1C)(C)C)=O (5-Bromo-2,2,6-Trimethyl-4H-1,3-Dioxin-4-One). Isolated yield 74.6%. RXN SMILES: [Br:1]Br.[CH3:3][C:4]1([CH3:12])[O:9][C:8](=[O:10])[CH:7]=[C:6]([CH3:11])[O:5]1.Br.CCOCC.CCCCCC>C(Cl)Cl>[Br:1][C:7]1[C:8](=[O:10])[O:9][C:4]([CH3:12])([CH3:3])[O:5][C:6]=1[CH3:11] |f:3.4|. Procedure: Bromine (0.105 mol, 5.38 ml) was added dropwise to a 20° C. solution of 2,2,6-trimethyl-4H-1,3-dioxin-4-one (TKD, 0.1 mol, 14.2 g) in 100 ml CH2Cl2 over five minutes. The reaction solution was rapidly decolorized and hydrogen bromide evolved. After 15 minutes, the solvent was removed in vacuo to provide 22 g (99%, >95% pure by NMR) of a pale yellow oil which solidified upon refrigeration. Flash chromatography (10% ether/hexane on silica) afforded 16.5 g (75%) of the title compound as colorless p... The reactants are C(C)(C)(C)OC(=O)N1C[C@@H](CCC1)O ((R)-1-(tert-butoxycarbonyl)-3-hydroxypiperidine), ClCC1=C(N=C(S1)C1=CC=C(C=C1)Cl)C (5-chloromethyl-2-(4-chlorophenyl)-4-methylthiazole). Yields the product C(C)(C)(C)OC(=O)N1C[C@@H](CCC1)OCC1=C(N=C(S1)C1=CC=C(C=C1)Cl)C ((R)-1-(tert-Butoxycarbonyl)-3-[[2-(4-chlorophenyl)-4-methylthiazol-5-yl]methoxy]piperidine). The yield is 78.5%. RXN SMILES: [C:1]([O:5][C:6]([N:8]1[CH2:13][CH2:12][CH2:11][C@@H:10]([OH:14])[CH2:9]1)=[O:7])([CH3:4])([CH3:3])[CH3:2].Cl[CH2:16][C:17]1[S:21][C:20]([C:22]2[CH:27]=[CH:26][C:25]([Cl:28])=[CH:24][CH:23]=2)=[N:19][C:18]=1[CH3:29]>>[C:1]([O:5][C:6]([N:8]1[CH2:13][CH2:12][CH2:11][C@@H:10]([O:14][CH2:16][C:17]2[S:21][C:20]([C:22]3[CH:27]=[CH:26][C:25]([Cl:28])=[CH:24][CH:23]=3)=[N:19][C:18]=2[CH3:29])[CH2:9]1)=[O:7])([CH3:4])([CH3:2])[CH3:3]. Procedure: In an argon atmosphere, (R)-1-(tert-butoxycarbonyl)-3-hydroxypiperidine (604 mg, 3.00 mmol) and 5-chloromethyl-2-(4-chlorophenyl)-4-methylthiazole (775 mg, 3.00 mmol) were reacted in the same manner as in Step 6a of Example 6 to give 996 mg (78%) of the desired compound as a yellow oil. Starting materials: C[O-].[Na+] (sodium methylate), BrCC=1C=C(C=CC1Cl)C1=NN(C(=C1Cl)OC(F)F)C (3-(3-bromomethyl-4-chlorophenyl)-4-chloro-5-difluoromethoxy-1-methyl-1H-pyrazole). Run in CO (methanol), CO (methanol). Reaction conditions: temperature 40 celsius, time 3 hour. Product: ClC=1C(=NN(C1OC(F)F)C)C1=CC(=C(C=C1)Cl)COC (4-Chloro-3-(4-chloro-3-methoxymethylphenyl)-5-difluoromethoxy-1-methyl-1H-pyrazole). Reaction SMILES: [CH3:1][O-:2].[Na+].Br[CH2:5][C:6]1[CH:7]=[C:8]([C:13]2[C:17]([Cl:18])=[C:16]([O:19][CH:20]([F:22])[F:21])[N:15]([CH3:23])[N:14]=2)[CH:9]=[CH:10][C:11]=1[Cl:12]>CO>[Cl:18][C:17]1[C:13]([C:8]2[CH:9]=[CH:10][C:11]([Cl:12])=[C:6]([CH2:5][O:2][CH3:1])[CH:7]=2)=[N:14][N:15]([CH3:23])[C:16]=1[O:19][CH:20]([F:22])[F:21] |f:0.1|. Procedure: 1.6 g (9.0 mmol) of a 30% strength by weight solution of sodium methylate in methanol was added dropwise to a solution of 2.3 g (6.0 mmol) of 3-(3-bromomethyl-4-chlorophenyl)-4-chloro-5-difluoromethoxy-1-methyl-1H-pyrazole in 60 ml of methanol. The reaction mixture was stirred at 40° C. for 3 hours and then concentrated. The residue was taken up in water and dichloromethane, after which concentrated hydrochloric acid was added until the acid reaction took place. Product remaining in the aqueous ... Reactants: C(C)(C)(C)OC(NC1=C(C=C(C=C1)Cl)CC(CC(C)C)=O)=O (tert-butyl[4-chloro-2-(4-methyl-2-oxopentyl)phenyl]carbamate), FC(C(=O)O)(F)F (trifluoroacetic acid), C(O)([O-])=O.[Na+] (sodium hydrogen carbonate). Run in C(C)(=O)OCC (ethyl acetate), ClCCl (dichloromethane). Run at time 7 hour. The product is ClC=1C=C2C=C(NC2=CC1)CC(C)C (5-Chloro-2-isobutylindole). Isolated yield 93.0%. Reaction SMILES: C(OC(=O)[NH:7][C:8]1[CH:13]=[CH:12][C:11]([Cl:14])=[CH:10][C:9]=1[CH2:15][C:16](=O)[CH2:17][CH:18]([CH3:20])[CH3:19])(C)(C)C.FC(F)(F)C(O)=O.C(=O)([O-])O.[Na+]>ClCCl.C(OCC)(=O)C>[Cl:14][C:11]1[CH:10]=[C:9]2[C:8](=[CH:13][CH:12]=1)[NH:7][C:16]([CH2:17][CH:18]([CH3:20])[CH3:19])=[CH:15]2 |f:2.3|. Reported procedure: To a solution of tert-butyl[4-chloro-2-(4-methyl-2-oxopentyl)phenyl]carbamate (280 mg) in dichloromethane (4 mL) was added trifluoroacetic acid (0.7 mL) at room temperature, and the mixture was stirred for 7 hours. The reaction mixture was diluted with ethyl acetate and stopped the reaction by addition of a saturated aqueous sodium hydrogen carbonate solution. The organic layer was washed with saturated saline, dried over anhydrous magnesium sulfate and concentrated under reduced pressure. The r... Yields the product Cc1c(OCCN2C(=O)CCC2=O)ccnc1CSc1nc2ccccc2[nH]1. Starting materials: O=C([O-])[O-], CCC(C)=O, Cc1c(OCCN2C(=O)CCC2=O)ccnc1CCl, [K+], [K+], Sc1nc2ccccc2[nH]1. Reaction SMILES: [C:30](=[O:31])([O-:32])[O-:33].[CH2:36]([C:37]([CH3:38])=[O:39])[CH3:40].[Cl:11][CH2:12][c:13]1[n:14][cH:15][cH:16][c:17]([O:20][CH2:21][CH2:22][N:23]2[C:24](=[O:29])[CH2:25][CH2:26][C:27]2=[O:28])[c:18]1[CH3:19].[K+:34].[K+:35].[SH:1][c:2]1[n:3][c:4]2[c:5]([nH:6]1)[cH:7][cH:8][cH:9][cH:10]2>>[S:1]([c:2]1[n:3][c:4]2[c:5]([nH:6]1)[cH:7][cH:8][cH:9][cH:10]2)[CH2:12][c:13]1[n:14][cH:15][cH:16][c:17]([O:20][CH2:21][CH2:22][N:23]2[C:24](=[O:29])[CH2:25][CH2:26][C:27]2=[O:28])[c:18]1[CH3:19].